describe an organic reaction: reactants, conditions, products, and yield From a dataset of the Open Reaction Database (ORD), a public repository of structured organic reaction records. Starting materials: C(CCCCCCC)O (1-octanol), C(CO)O (ethylene glycol). Solvent: OCC(O)CO (glycerin). The product is ( 8 ), C(CCCCCC)O (1-heptanol), C(C(CC)O)O (1,2-butanediol), C(C(CCCC)O)O (1,2-hexanediol), C(CCCCCCCCCCCCCCCO)O (1,16-hexadecanediol). As a reaction SMILES: [CH2:1]([OH:9])[CH2:2][CH2:3][CH2:4][CH2:5][CH2:6][CH2:7][CH3:8].[CH2:10]([OH:13])[CH2:11][OH:12]>OCC(CO)O>[CH2:1]([OH:9])[CH2:2][CH2:3][CH2:4][CH2:5][CH2:6][CH3:7].[CH2:10]([OH:13])[CH:11]([OH:12])[CH2:1][CH3:2].[CH2:1]([OH:9])[CH:2]([OH:12])[CH2:3][CH2:4][CH2:5][CH3:6].[CH2:10]([OH:13])[CH2:11][CH2:1][CH2:2][CH2:3][CH2:4][CH2:5][CH2:6][CH2:8][CH2:7][CH2:6][CH2:5][CH2:4][CH2:3][CH2:2][CH2:1][OH:9]. Reported procedure: The photoreceptors of Comparative Examples (2) through (8) were obtained in the same manner as Example 1 except that 1-heptanol, 1-octanol, ethylene glycol, 1,2-butanediol, 1,2-hexanediol, glycerin and 1,16-hexadecanediol were used in place of 1,4-butanediol. The reactants are CNC(=O)COc1cc(S(=O)(=O)c2cccc(F)c2)ccc1C1CCN(C(=O)OC(C)(C)C)C1, C1COCCO1, Cl. Yields the product Cl, CNC(=O)COc1cc(S(=O)(=O)c2cccc(F)c2)ccc1C1CCNC1. Reaction SMILES: [C:1]([O:2][C:3](=[O:4])[N:8]1[CH2:9][CH:10]([c:13]2[c:14]([O:29][CH2:30][C:31]([NH:32][CH3:33])=[O:34])[cH:15][c:16]([S:19](=[O:20])(=[O:21])[c:22]3[cH:23][c:24]([F:28])[cH:25][cH:26][cH:27]3)[cH:17][cH:18]2)[CH2:11][CH2:12]1)([CH3:5])([CH3:6])[CH3:7].[CH2:36]1[O:37][CH2:38][CH2:39][O:40][CH2:41]1.[ClH:35]>>[ClH:35].[NH:8]1[CH2:9][CH:10]([c:13]2[c:14]([O:29][CH2:30][C:31]([NH:32][CH3:33])=[O:34])[cH:15][c:16]([S:19](=[O:20])(=[O:21])[c:22]3[cH:23][c:24]([F:28])[cH:25][cH:26][cH:27]3)[cH:17][cH:18]2)[CH2:11][CH2:12]1. Reactants: BrCc1ccccc1, CC(C)(CC(=O)NC1CCc2ccccc2NC1=O)NC(=O)OCc1ccccc1, CCOC(C)=O, CN(C)C=O, [H-], [Na+]. The product is CC(C)(CC(=O)NC1CCc2ccccc2N(Cc2ccccc2)C1=O)NC(=O)OCc1ccccc1. RXN SMILES: [Br:33][CH2:34][c:35]1[cH:36][cH:37][cH:38][cH:39][cH:40]1.[CH2:1]([c:2]1[cH:3][cH:4][cH:5][cH:6][cH:7]1)[O:8][C:9](=[O:10])[NH:11][C:12]([CH2:13][C:14](=[O:15])[NH:16][CH:17]1[C:18](=[O:28])[NH:19][c:20]2[c:21]([cH:24][cH:25][cH:26][cH:27]2)[CH2:22][CH2:23]1)([CH3:29])[CH3:30].[CH3:41][CH2:42][O:43][C:44](=[O:45])[CH3:46].[CH3:47][N:48]([CH3:49])[CH:50]=[O:51].[H-:31].[Na+:32]>>[CH2:1]([c:2]1[cH:3][cH:4][cH:5][cH:6][cH:7]1)[O:8][C:9](=[O:10])[NH:11][C:12]([CH2:13][C:14](=[O:15])[NH:16][CH:17]1[C:18](=[O:28])[N:19]([CH2:34][c:35]2[cH:36][cH:37][cH:38][cH:39][cH:40]2)[c:20]2[c:21]([cH:24][cH:25][cH:26][cH:27]2)[CH2:22][CH2:23]1)([CH3:29])[CH3:30]. Conditions: time 30 minute. Yield: 97.3%. Product: FC1=CC=C(C=C1)N\N=C\C=O ((E)-2-(2-(4-Fluorophenyl)hydrazono)acetaldehyde). Solvent: C1CCOC1 (THF), C1CCOC1 (THF). Reaction SMILES: Cl.[F:2][C:3]1[CH:8]=[CH:7][C:6]([NH:9][NH2:10])=[CH:5][CH:4]=1.CCN(C(C)C)C(C)C.[CH:20](=O)[CH:21]=[O:22]>C1COCC1>[F:2][C:3]1[CH:8]=[CH:7][C:6]([NH:9]/[N:10]=[CH:20]/[CH:21]=[O:22])=[CH:5][CH:4]=1 |f:0.1|. Reactants: Cl.FC1=CC=C(C=C1)NN (4-fluorophenylhydrazine hydrochloride), CCN(C(C)C)C(C)C (DIPEA), C(C=O)=O (oxalaldehyde). Reported procedure: A solution of 4-fluorophenylhydrazine hydrochloride (1 g, 6 mmol) in THF (20 mL) is treated with DIPEA (3 mL, 18 mmol). Then oxalaldehyde (40% in water, 0.89 g, 6.0 mmol) in THF (10 mL) is added dropwise in an ice-bath. After the addition, the mixture is stirred at RT for 30 min, quenched with water, and extracted with EtOAc. The organic phase is washed with saturated aqueous sodium chloride, dried over Na2SO4 and concentrated to afford the crude title compound (0.97 g, 97% yield). MS (m/z): 167... The reactants are O (water), [H-].[Al+3].[Li+].[H-].[H-].[H-] (lithium aluminium hydride), FC(C1=CC=C(C=C1)S(=O)(=O)NC=1C=CC2=C(C[C@H]3CCCN([C@@H]3C2)C(CC)=O)C1)(F)F (trans-4-trifluoromethyl-N-(1-propionyl-1,2,3,4,4a,5,10,10a-octahydro-benzo[g]quinolin-7-yl)benzenesulfonamide), FC(C1=CC=C(C=C1)S(=O)(=O)NC1=CC2=C(C[C@H]3CCCN([C@@H]3C2)C(CC)=O)C=C1)(F)F (trans-4-trifluoromethyl-N-(1-propionyl-1,2,3,4,4a,5,10,10a-octahydro-benzo[g]quinolin-8-yl)-benzenesulfonamide). Run in O1CCCC1 (tetrahydrofurane), O1CCCC1 (tetra-hydrofuran). Conditions: temperature 10 celsius, time 5 minute. The product is FC(C1=CC=C(C=C1)S(=O)(=O)NC1=CC2=C(C[C@H]3CCCN([C@@H]3C2)CCC)C=C1)(F)F (trans-4-trifluoromethyl-N-(1-propyl-1,2,3,4,4a,5,10,10a-octahydro-benzo[g]quinolin-8-yl)benzenesulfonamide). Reaction SMILES: [H-].[Al+3].[Li+].[H-].[H-].[H-].FC(F)(F)C1C=CC(S(NC2C=CC3C[C@@H]4[C@H](CCCN4C(=O)CC)CC=3C=2)(=O)=O)=CC=1.[F:39][C:40]([F:70])([F:69])[C:41]1[CH:46]=[CH:45][C:44]([S:47]([NH:50][C:51]2[CH:68]=[CH:67][C:54]3[CH2:55][C@@H:56]4[C@@H:61]([CH2:62][C:53]=3[CH:52]=2)[N:60]([C:63](=O)[CH2:64][CH3:65])[CH2:59][CH2:58][CH2:57]4)(=[O:49])=[O:48])=[CH:43][CH:42]=1.O>O1CCCC1>[F:70][C:40]([F:39])([F:69])[C:41]1[CH:42]=[CH:43][C:44]([S:47]([NH:50][C:51]2[CH:68]=[CH:67][C:54]3[CH2:55][C@@H:56]4[C@@H:61]([CH2:62][C:53]=3[CH:52]=2)[N:60]([CH2:63][CH2:64][CH3:65])[CH2:59][CH2:58][CH2:57]4)(=[O:48])=[O:49])=[CH:45][CH:46]=1 |f:0.1.2.3.4.5|. Procedure: To a suspension of 0.035 g of lithium aluminium hydride (0.922 mmol) in 2.5 ml tetrahydrofurane were added at 4° C. a solution of 0.2 g of the 1:1 mixture of trans-4-trifluoromethyl-N-(1-propionyl-1,2,3,4,4a,5,10,10a-octahydro-benzo[g]quinolin-7-yl)benzenesulfonamide and trans-4-trifluoromethyl-N-(1-propionyl-1,2,3,4,4a,5,10,10a-octahydro-benzo[g]quinolin-8-yl)-benzenesulfonamide (0.429 mmol) in 2.5 ml tetra-hydrofuran. After stirring for 5 minutes at 10° C., 1 mL water was cautiously added, the... Reactants: CCOCc1cc(Br)c(C)c(N2CCN(C(=O)OC(C)(C)C)CC2)c1, CC(C)(C)[O-], NCCN1CCCC1, N#N, [Na+], O=C(C=Cc1ccccc1)C=Cc1ccccc1, O=C(C=Cc1ccccc1)C=Cc1ccccc1, O=C(C=Cc1ccccc1)C=Cc1ccccc1, C1COCCO1, [Pd], [Pd]. The product is CCOCc1cc(NCCN2CCCC2)c(C)c(N2CCN(C(=O)OC(C)(C)C)CC2)c1. RXN SMILES: [C:1]([CH3:2])([CH3:3])([CH3:4])[O:5][C:6](=[O:7])[N:8]1[CH2:9][CH2:10][N:11]([c:14]2[c:15]([CH3:25])[c:16]([Br:24])[cH:17][c:18]([CH2:20][O:21][CH2:22][CH3:23])[cH:19]2)[CH2:12][CH2:13]1.[CH3:36][C:37]([CH3:38])([O-:39])[CH3:40].[N:26]1([CH2:31][CH2:32][NH2:33])[CH2:27][CH2:28][CH2:29][CH2:30]1.[N:34]#[N:35].[Na+:41].[O:44]=[C:45]([CH:46]=[CH:47][c:48]1[cH:49][cH:50][cH:51][cH:52][cH:53]1)[CH:54]=[CH:55][c:56]1[cH:57][cH:58][cH:59][cH:60][cH:61]1.[O:62]=[C:63]([CH:64]=[CH:65][c:66]1[cH:67][cH:68][cH:69][cH:70][cH:71]1)[CH:72]=[CH:73][c:74]1[cH:75][cH:76][cH:77][cH:78][cH:79]1.[O:80]=[C:81]([CH:82]=[CH:83][c:84]1[cH:85][cH:86][cH:87][cH:88][cH:89]1)[CH:90]=[CH:91][c:92]1[cH:93][cH:94][cH:95][cH:96][cH:97]1.[O:98]1[CH2:99][CH2:100][O:101][CH2:102][CH2:103]1.[Pd:42].[Pd:43]>>[C:1]([CH3:2])([CH3:3])([CH3:4])[O:5][C:6](=[O:7])[N:8]1[CH2:9][CH2:10][N:11]([c:14]2[c:15]([CH3:25])[c:16]([NH:33][CH2:32][CH2:31][N:26]3[CH2:27][CH2:28][CH2:29][CH2:30]3)[cH:17][c:18]([CH2:20][O:21][CH2:22][CH3:23])[cH:19]2)[CH2:12][CH2:13]1. As a reaction SMILES: [CH3:32][CH:33]1[NH:34][C:35](=[O:38])[O:36][CH2:37]1.[Cl:1][c:2]1[cH:3][c:4]([N:24]2[S:25](=[O:30])(=[O:31])[CH2:26][CH2:27][CH2:28][CH2:29]2)[c:5]([C:8](=[O:9])[N:10]2[CH2:11][CH2:12][N:13]([c:16]3[n:17][cH:18][c:19]([CH3:23])[cH:20][c:21]3[CH3:22])[CH2:14][CH2:15]2)[cH:6][cH:7]1>>[c:2]1([N:34]2[CH:33]([CH3:32])[CH2:37][O:36][C:35]2=[O:38])[cH:3][c:4]([N:24]2[S:25](=[O:30])(=[O:31])[CH2:26][CH2:27][CH2:28][CH2:29]2)[c:5]([C:8](=[O:9])[N:10]2[CH2:11][CH2:12][N:13]([c:16]3[n:17][cH:18][c:19]([CH3:23])[cH:20][c:21]3[CH3:22])[CH2:14][CH2:15]2)[cH:6][cH:7]1. Product: Cc1cnc(N2CCN(C(=O)c3ccc(N4C(=O)OCC4C)cc3N3CCCCS3(=O)=O)CC2)c(C)c1. Reactants: CC1COC(=O)N1, Cc1cnc(N2CCN(C(=O)c3ccc(Cl)cc3N3CCCCS3(=O)=O)CC2)c(C)c1.